This data is from the Open Reaction Database (ORD), a public repository of structured organic reaction records. The task is: describe an organic reaction: reactants, conditions, products, and yield Starting materials: [O-][I+3]([O-])([O-])[O-], [Na+], O, Nc1nc2c(ncn2COCC(O)CO)c(=O)[nH]1. The product is Nc1nc2c(ncn2COCC=O)c(=O)[nH]1. Reaction SMILES: [I+3:1]([O-:2])([O-:3])([O-:4])[O-:5].[Na+:6].[OH2:25].[OH:7][CH:8]([CH2:9][O:10][CH2:11][n:12]1[c:13]2[n:14][c:15]([NH2:22])[nH:16][c:17](=[O:21])[c:18]2[n:19][cH:20]1)[CH2:23][OH:24]>>[O:7]=[CH:8][CH2:9][O:10][CH2:11][n:12]1[c:13]2[n:14][c:15]([NH2:22])[nH:16][c:17](=[O:21])[c:18]2[n:19][cH:20]1.